Dataset: the Open Reaction Database (ORD), a public repository of structured organic reaction records. Task: describe an organic reaction: reactants, conditions, products, and yield Reactants: NC1=CC=C(C#N)C=C1 (4-aminobenzonitrile), C1(=CC=CC=C1)N(C(=O)C=1C=C2C(=NC1)SC(=N2)COC)CCC(=O)OCC (2-methoxymethylthiazolo[5,4-b]pyridin-6-yl-carboxylic acid-N-phenyl-N-(2-ethoxycarbonylethyl)amide), solution, B(Br)(Br)Br (boron tribromide). The solvent is C(Cl)Cl (methylene chloride), C(Cl)Cl (methylene chloride). Reaction conditions: time 5 hour. Product: C1(=CC=CC=C1)N(C(=O)C=1C=C2C(=NC1)SC(=N2)CNC2=CC=C(C=C2)C#N)CCC(=O)OCC (2-[N-(4-Cyanophenyl)aminomethyl]thiazolo[5,4-b]pyridin-6-yl-carboxylic acid-N-phenyl-N-(2-ethoxycarbonylethyl)amide). As a reaction SMILES: [C:1]1([N:7]([CH2:22][CH2:23][C:24]([O:26][CH2:27][CH3:28])=[O:25])[C:8]([C:10]2[CH:11]=[C:12]3[N:18]=[C:17]([CH2:19]OC)[S:16][C:13]3=[N:14][CH:15]=2)=[O:9])[CH:6]=[CH:5][CH:4]=[CH:3][CH:2]=1.B(Br)(Br)Br.[NH2:33][C:34]1[CH:41]=[CH:40][C:37]([C:38]#[N:39])=[CH:36][CH:35]=1>C(Cl)Cl>[C:1]1([N:7]([CH2:22][CH2:23][C:24]([O:26][CH2:27][CH3:28])=[O:25])[C:8]([C:10]2[CH:11]=[C:12]3[N:18]=[C:17]([CH2:19][NH:33][C:34]4[CH:41]=[CH:40][C:37]([C:38]#[N:39])=[CH:36][CH:35]=4)[S:16][C:13]3=[N:14][CH:15]=2)=[O:9])[CH:2]=[CH:3][CH:4]=[CH:5][CH:6]=1. Reported procedure: A mixture of 1.54 g (3.85 mmol) of 2-methoxymethylthiazolo[5,4-b]pyridin-6-yl-carboxylic acid-N-phenyl-N-(2-ethoxycarbonylethyl)amide and 4.3 mL (4.3 mmol) of a 1 molar solution of boron tribromide in methylene chloride was dissolved in a further 30 mL of methylene chloride and stirred for 5 hours at room temperature. Then the mixture was washed with 40 mL of saturated sodium hydrogen carbonate solution, the organic phase was dried with sodium sulfate, and the solvent was distilled off. The crud...